Dataset: the Open Reaction Database (ORD), a public repository of structured organic reaction records. Task: describe an organic reaction: reactants, conditions, products, and yield The reactants are C1(=CC=CC=C1)C(N1CCN(CC1)CC=1C=C(C(=CC1)NCCC)N)C1=CC=CC=C1 (4-[4-(diphenylmethyl)-1-piperazinylmethyl]-N1 -propyl-1,2-benzenediamine), C(OCC)(OCC)OCC (1,1',1"-[methylidynetris(oxy)]trisethane). Solvent: C(C)(=O)O (acetic acid). The product is C1(=CC=CC=C1)C(N1CCN(CC1)CC1=CC2=C(N(C=N2)CCC)C=C1)C1=CC=CC=C1 (5-[4-(diphenylmethyl)- 1-piperazinylmethyl]-1-propyl-1H-benzimidazole). RXN SMILES: [C:1]1([CH:7]([C:26]2[CH:31]=[CH:30][CH:29]=[CH:28][CH:27]=2)[N:8]2[CH2:13][CH2:12][N:11]([CH2:14][C:15]3[CH:16]=[C:17]([NH2:25])[C:18]([NH:21][CH2:22][CH2:23][CH3:24])=[CH:19][CH:20]=3)[CH2:10][CH2:9]2)[CH:6]=[CH:5][CH:4]=[CH:3][CH:2]=1.[CH:32](OCC)(OCC)OCC>C(O)(=O)C>[C:26]1([CH:7]([C:1]2[CH:2]=[CH:3][CH:4]=[CH:5][CH:6]=2)[N:8]2[CH2:9][CH2:10][N:11]([CH2:14][C:15]3[CH:20]=[CH:19][C:18]4[N:21]([CH2:22][CH2:23][CH3:24])[CH:32]=[N:25][C:17]=4[CH:16]=3)[CH2:12][CH2:13]2)[CH:27]=[CH:28][CH:29]=[CH:30][CH:31]=1. Procedure: A mixture of 5 parts of 4-[4-(diphenylmethyl)-1-piperazinylmethyl]-N1 -propyl-1,2-benzenediamine, 35 parts of 1,1',1"-[methylidynetris(oxy)]trisethane and 1.5 parts of acetic acid is stirred and refluxed for 2 hours. The reaction mixture is cooled and evaporated. The residue is taken up in 100 parts of water and a hydrochloric acid solution 10 N is added till all solid enters solution. This solution is treated with activated charcoal. The latter is filtered off and the filtrate is alkalized with... Reactants: COc1ccc(C(=O)Cl)cc1C(C)(C)C, C=CCOC(=O)c1ccc(CO)cc1. Product: C=CCOC(=O)c1ccc(COC(=O)c2ccc(OC)c(C(C)(C)C)c2)cc1. As a reaction SMILES: [C:1]([CH3:2])([CH3:3])([CH3:4])[c:5]1[cH:6][c:7]([C:8](=[O:9])[Cl:10])[cH:11][cH:12][c:13]1[O:14][CH3:15].[OH:16][CH2:17][c:18]1[cH:19][cH:20][c:21]([C:22](=[O:23])[O:24][CH2:25][CH:26]=[CH2:27])[cH:28][cH:29]1>>[C:1]([CH3:2])([CH3:3])([CH3:4])[c:5]1[cH:6][c:7]([C:8](=[O:9])[O:16][CH2:17][c:18]2[cH:19][cH:20][c:21]([C:22](=[O:23])[O:24][CH2:25][CH:26]=[CH2:27])[cH:28][cH:29]2)[cH:11][cH:12][c:13]1[O:14][CH3:15].